describe an organic reaction: reactants, conditions, products, and yield From a dataset of the Open Reaction Database (ORD), a public repository of structured organic reaction records. The reactants are COC(=O)c1cc(CBr)cc(-c2cccc(C#N)c2)c1, CCOC(C)=O, CN(C)C=O, [N-]=[N+]=[N-], [Na+], O. The product is COC(=O)c1cc(CN=[N+]=[N-])cc(-c2cccc(C#N)c2)c1. RXN SMILES: [C:1](#[N:2])[c:3]1[cH:4][c:5](-[c:9]2[cH:10][c:11]([C:12](=[O:13])[O:14][CH3:15])[cH:16][c:17]([CH2:19][Br:20])[cH:18]2)[cH:6][cH:7][cH:8]1.[CH3:26][CH2:27][O:28][C:29](=[O:30])[CH3:31].[CH3:32][N:33]([CH3:34])[CH:35]=[O:36].[N-:22]=[N+:23]=[N-:24].[Na+:21].[OH2:25]>>[C:1](#[N:2])[c:3]1[cH:4][c:5](-[c:9]2[cH:10][c:11]([C:12](=[O:13])[O:14][CH3:15])[cH:16][c:17]([CH2:19][N:22]=[N+:23]=[N-:24])[cH:18]2)[cH:6][cH:7][cH:8]1. The reactants are [N+](=O)([O-])[O-].[K+] (KNO3), BrC=1C=C2NC(C(NC2=CC1Br)=O)=O (6,7-dibromo-1,4-dihydro-2,3-quinoxalinedione), ice. The solvent is OS(=O)(=O)O (H2SO4). Conditions: temperature 0 celsius, time 3 hour. Yields the product [N+](=O)([O-])C1=C2NC(C(NC2=CC(=C1Br)Br)=O)=O (5-nitro-6,7-dibromo-1,4-dihydro-2,3-quinoxalinedione). Yield: 75.8%. RXN SMILES: [Br:1][C:2]1[CH:3]=[C:4]2[C:9](=[CH:10][C:11]=1[Br:12])[NH:8][C:7](=[O:13])[C:6](=[O:14])[NH:5]2.[N+:15]([O-])([O-:17])=[O:16].[K+]>OS(O)(=O)=O>[N+:15]([C:10]1[C:11]([Br:12])=[C:2]([Br:1])[CH:3]=[C:4]2[C:9]=1[NH:8][C:7](=[O:13])[C:6](=[O:14])[NH:5]2)([O-:17])=[O:16] |f:1.2|. Procedure details: The procedure of Cheeseman, G. W. H., J. Chem Soc. 1170 (1962) was adapted. To a stirred suspension of 6,7-dibromo-1,4-dihydro-2,3-quinoxalinedione (576 mg, 1.8 mMol) in concentrated H2SO4 (6 mL) at 0° C. for 30 min. was added KNO3 (220 mg, 2.18 mMol, Baker) in one portion. The mixture was stirred at 0° C. for 3 h then at room temperature for one day. The color of mixture was changed from red to yellow brown. Then it was poured into ice (60 g) resulting in the separation of a bright yellow preci... The reactants are C1(CC1)CN1C(N(C(C=C1NN)=O)C)=O (1-(cyclopropylmethyl)-6-hydrazino-3-methylpyrimidine-2,4(1H,3H)-dione), ClC=1C=C2C(=CNC2=CC1)C=O (5-chloro-1H-indole-3-carbaldehyde), C(=O)C1=CC(=CN1C)C(=O)OC (methyl 5-formyl-1-methyl-1H-pyrrole-3-carboxylate). Product: ClC=1C=C2C(=CNC2=CC1)CN1N=C2N(C(N(C(C2=C1C1=CC(=CN1C)C(=O)OC)=O)C)=O)CC1CC1 (methyl 5-[2-[(5-chloro-1H-indol-3-yl)methyl]-7-(cyclopropylmethyl)-5-methyl-4,6-dioxo-4,5,6,7-tetrahydro-2H-pyrazolo[3,4-d]pyrimidin-3-yl]-1-methyl-1H-pyrrole-3-carboxylate). As a reaction SMILES: [CH:1]1([CH2:4][N:5]2[C:10]([NH:11][NH2:12])=[CH:9][C:8](=[O:13])[N:7]([CH3:14])[C:6]2=[O:15])[CH2:3][CH2:2]1.[Cl:16][C:17]1[CH:18]=[C:19]2[C:23](=[CH:24][CH:25]=1)[NH:22][CH:21]=[C:20]2[CH:26]=O.[CH:28]([C:30]1[N:34]([CH3:35])[CH:33]=[C:32]([C:36]([O:38][CH3:39])=[O:37])[CH:31]=1)=O>>[Cl:16][C:17]1[CH:18]=[C:19]2[C:23](=[CH:24][CH:25]=1)[NH:22][CH:21]=[C:20]2[CH2:26][N:12]1[C:28]([C:30]2[N:34]([CH3:35])[CH:33]=[C:32]([C:36]([O:38][CH3:39])=[O:37])[CH:31]=2)=[C:9]2[C:10]([N:5]([CH2:4][CH:1]3[CH2:2][CH2:3]3)[C:6](=[O:15])[N:7]([CH3:14])[C:8]2=[O:13])=[N:11]1. Procedure: This compound was made following the procedure described above, starting with 1-(cyclopropylmethyl)-6-hydrazino-3-methylpyrimidine-2,4(1H,3H)-dione, and condensing first with 5-chloro-1H-indole-3-carbaldehyde, followed by methyl 5-formyl-1-methyl-1H-pyrrole-3-carboxylate. Mass: 520.97 (M+H). The reactants are CCOC(=N)c1cc(Cl)ccc1OC, CO, N. Yields the product COc1ccc(Cl)cc1C=N. Reaction SMILES: [CH2:1]([O:2][C:4]([c:5]1[c:6]([O:12][CH3:13])[cH:7][cH:8][c:9]([Cl:11])[cH:10]1)=[NH:14])[CH3:3].[CH3:16][OH:17].[NH3:15]>>[CH:4]([c:5]1[c:6]([O:12][CH3:13])[cH:7][cH:8][c:9]([Cl:11])[cH:10]1)=[NH:14]. The reactants are O=c1[nH]c2ccc(F)cc2o1, O, O=[N+]([O-])O, O=S(=O)(O)O. Yields the product O=c1[nH]c2cc([N+](=O)[O-])c(F)cc2o1. RXN SMILES: [F:1][c:2]1[cH:3][c:4]2[c:5]([nH:6][c:7](=[O:9])[o:8]2)[cH:10][cH:11]1.[OH2:16].[OH:12][N+:13]([O-:14])=[O:15].[S:17](=[O:18])(=[O:19])([OH:20])[OH:21]>>[F:1][c:2]1[cH:3][c:4]2[c:5]([nH:6][c:7](=[O:9])[o:8]2)[cH:10][c:11]1[N+:13](=[O:12])[O-:14].